Dataset: the Open Reaction Database (ORD), a public repository of structured organic reaction records. Task: describe an organic reaction: reactants, conditions, products, and yield The reactants are C1(=CC=C(C=C1)CN1C(=NC2=C1C=C(C(=C2F)I)F)S(=O)(=O)C)C2=CC=CC=C2 (1-(biphenyl-4-ylmethyl)-4,6-difluoro-5-iodo-2-(methylsulfonyl)-1H-benzimidazole), C1(=CC=C(C=C1)CN1C(=NC2=C1C=C(C(=C2F)I)F)S(=O)(=O)C)C2=CC=CC=C2 (1-(biphenyl-4-ylmethyl)-4,6-difluoro-5-iodo-2-(methylsulfonyl)-1H-benzimidazole), C(C)OC(=O)C1CC(C1)O (3-hydroxy-cyclobutanecarboxylic acid ethyl ester), C(C)OC(=O)C1CC(C1)O (3-hydroxy-cyclobutanecarboxylic acid ethyl ester), C1CCC2=NCCCN2CC1 (DBU). The solvent is CCOC(=O)C (EtOAc), O (H2O), CN(C)C=O (DMF). Run at temperature 80 celsius. Product: C1(=CC=C(C=C1)CN1C(=NC2=C1C=C(C(=C2F)I)F)OC2CC(C2)C(=O)OCC)C2=CC=CC=C2 (Ethyl 3-{[1-(biphenyl-4-ylmethyl)-4,6-difluoro-5-iodo-1H-benzimidazol-2-yl]oxy}cyclobutanecarboxylate). As a reaction SMILES: [C:1]1([C:24]2[CH:29]=[CH:28][CH:27]=[CH:26][CH:25]=2)[CH:6]=[CH:5][C:4]([CH2:7][N:8]2[C:12]3[CH:13]=[C:14]([F:19])[C:15]([I:18])=[C:16]([F:17])[C:11]=3[N:10]=[C:9]2S(C)(=O)=O)=[CH:3][CH:2]=1.[CH2:30]([O:32][C:33]([CH:35]1[CH2:38][CH:37]([OH:39])[CH2:36]1)=[O:34])[CH3:31].C1CCN2C(=NCCC2)CC1>CN(C=O)C.CCOC(C)=O.O>[C:1]1([C:24]2[CH:29]=[CH:28][CH:27]=[CH:26][CH:25]=2)[CH:6]=[CH:5][C:4]([CH2:7][N:8]2[C:12]3[CH:13]=[C:14]([F:19])[C:15]([I:18])=[C:16]([F:17])[C:11]=3[N:10]=[C:9]2[O:39][CH:37]2[CH2:38][CH:35]([C:33]([O:32][CH2:30][CH3:31])=[O:34])[CH2:36]2)=[CH:3][CH:2]=1. Procedure details: To a solution of 1-(biphenyl-4-ylmethyl)-4,6-difluoro-5-iodo-2-(methylsulfonyl)-1H-benzimidazole (Intermediate 5, 0.457 g, 0.872 mmol) and 3-hydroxy-cyclobutanecarboxylic acid ethyl ester (Intermediate 12, 0.503 g, 3.49 mmol) in 2.9 mL of DMF was added DBU (0.526 mL, 3.49 mmol) dropwise via syringe. The reaction was heated at 80° C. for 1 h, and then diluted with EtOAc and H2O. The layers were separated and the aqueous layer was extracted with EtOAc. The combined organic layers were washed with ... The reactants are COC=1C=C2C(=CC=NC2=CC1OC)OC1=C(C=C(C=C1)N)C(F)(F)F (4-(6,7-dimethoxy-quinolin-4-yloxy)-3-trifluoromethyl-phenylamine), C(C)N1N=C(C(N(C1=O)C1=CC=C(C=C1)F)=O)C(=O)O (2-ethyl-4-(4-fluoro-phenyl)-3,5-dioxo-2,3,4,5-tetrahydro-1,2,4-triazine-6-carboxylic acid). Product: COC=1C=C2C(=CC=NC2=CC1OC)OC1=C(C=C(C=C1)NC(=O)C=1C(N(C(N(N1)CC)=O)C1=CC=C(C=C1)F)=O)C(F)(F)F (2-Ethyl-4-(4-fluoro-phenyl)-3,5-dioxo-2,3,4,5-tetrahydro-1,2,4-triazine-6-carboxylic acid [4-(6,7-dimethoxy-quinolin-4-yloxy)-3-trifluoromethyl-phenyl]-amide). Reaction SMILES: [CH3:1][O:2][C:3]1[CH:4]=[C:5]2[C:10](=[CH:11][C:12]=1[O:13][CH3:14])[N:9]=[CH:8][CH:7]=[C:6]2[O:15][C:16]1[CH:21]=[CH:20][C:19]([NH2:22])=[CH:18][C:17]=1[C:23]([F:26])([F:25])[F:24].[CH2:27]([N:29]1[C:34](=[O:35])[N:33]([C:36]2[CH:41]=[CH:40][C:39]([F:42])=[CH:38][CH:37]=2)[C:32](=[O:43])[C:31]([C:44](O)=[O:45])=[N:30]1)[CH3:28]>>[CH3:1][O:2][C:3]1[CH:4]=[C:5]2[C:10](=[CH:11][C:12]=1[O:13][CH3:14])[N:9]=[CH:8][CH:7]=[C:6]2[O:15][C:16]1[CH:21]=[CH:20][C:19]([NH:22][C:44]([C:31]2[C:32](=[O:43])[N:33]([C:36]3[CH:41]=[CH:40][C:39]([F:42])=[CH:38][CH:37]=3)[C:34](=[O:35])[N:29]([CH2:27][CH3:28])[N:30]=2)=[O:45])=[CH:18][C:17]=1[C:23]([F:25])([F:26])[F:24]. Procedure details: This compound was synthesized using 4-(6,7-dimethoxy-quinolin-4-yloxy)-3-trifluoromethyl-phenylamine and 2-ethyl-4-(4-fluoro-phenyl)-3,5-dioxo-2,3,4,5-tetrahydro-1,2,4-triazine-6-carboxylic acid using the procedure for example 1. mp=148-50° C.; LCMS m/z=626 (M+1); 1H NMR (DMSO): 10.95 (s, 1H), 8.52 (d, 1H), 8.32 (s, 1H), 8.04 (m, 1H), 7.35-7.49 (m, 8H), 6.60 (m, 1H), 4.08 (q, 2H, J=7Hz), 3.97 (s, 3H), 3.89 (s, 3H), 1.35 (t, 3H, J=7Hz). Starting materials: C[Mg]Cl (methylmagnesium chloride), BrC=1C=C2C(C=3C(=NC=C(C3)OCC(CI)(C)OC)OC2=CC1)=O (7-bromo-3-(3-iodo-2-methoxy-2-methylpropoxy)-5H-chromeno[2,3-b]pyridin-5-one), [Li+].[B-](CC)(CC)CC (superhydride). The solvent is C1CCOC1 (THF). Reaction conditions: time 2 hour. Yields the product BrC=1C=C2C(C=3C(=NC=C(C3)OCC(C)(C)OC)OC2=CC1)(O)C (7-bromo-3-(2-methoxy-2-methylpropoxy)-5-methyl-5H-chromeno[2,3-b]pyridin-5-ol). RXN SMILES: [Br:1][C:2]1[CH:3]=[C:4]2[C:21](=[CH:22][CH:23]=1)[O:20][C:7]1=[N:8][CH:9]=[C:10]([O:12][CH2:13][C:14]([O:18][CH3:19])([CH3:17])[CH2:15]I)[CH:11]=[C:6]1[C:5]2=[O:24].[CH3:25][Mg]Cl.[Li+].[B-](CC)(CC)CC>C1COCC1>[Br:1][C:2]1[CH:3]=[C:4]2[C:21](=[CH:22][CH:23]=1)[O:20][C:7]1=[N:8][CH:9]=[C:10]([O:12][CH2:13][C:14]([O:18][CH3:19])([CH3:17])[CH3:15])[CH:11]=[C:6]1[C:5]2([CH3:25])[OH:24] |f:2.3,^1:28|. Reported procedure: A solution of 7-bromo-3-(3-iodo-2-methoxy-2-methylpropoxy)-5H-chromeno[2,3-b]pyridin-5-one (4.10 g, 8.13 mmol) in 100 mL THF was cooled to −40° C. and was treated with methylmagnesium chloride (5.42 mL, 16.27 mmol). After stirring for two hours, the reaction mixture was allowed to warm to room temperature and superhydride (40.7 mL, 40.7 mmol) was added. After stirring for an additional 2 hours the reaction mixture was cooled to 0° C. and was quenched with MeOH. The reaction mixture was poured in... Reactants: F (hydrofluoric acid), C([O-])([O-])=O.[K+].[K+] (potassium carbonate), C(C)(=O)NCC=1SSC(=CC1)CO[Si](C)(C)C(C)(C)C (3-(Acetamido)methyl-6-[(tert-butyldimethylsilyloxy)methyl]-1,2-dithiin), ice. Solvent: C(C)#N (acetonitrile), C(C)#N (acetonitrile). Product: C(C)(=O)NCC=1SSC(=CC1)CO (3-(Acetamido)methyl-6-hydroxymethyl-1,2-dithiin). The yield is 72.7%. Reaction SMILES: [C:1]([NH:4][CH2:5][C:6]1[S:7][S:8][C:9]([CH2:12][O:13][Si](C(C)(C)C)(C)C)=[CH:10][CH:11]=1)(=[O:3])[CH3:2].F.C(=O)([O-])[O-].[K+].[K+]>C(#N)C>[C:1]([NH:4][CH2:5][C:6]1[S:7][S:8][C:9]([CH2:12][OH:13])=[CH:10][CH:11]=1)(=[O:3])[CH3:2] |f:2.3.4|. Procedure details: To a stirred solution of 52 mg (0.152 mmol) of the (silyloxy)amide 19 in 1.0 mL of acetonitrile, previously cooled in an ice-water bath, was added 500 μL of a 1:3 solution of 30% aqueous hydrofluoric acid solution in acetonitrile. The resulting solution was stirred for 15 minutes in the ice bath, after which time TLC analysis showed the reaction to be complete. The acid was neutralized by cautious addition of about 15 mL of a 10% aqueous potassium carbonate solution to the reaction mixture. The ... Starting materials: ClCCCl, CCN(C(C)C)C(C)C, ClCCl, CC(C)(C)OC(=O)N1CCN(Cc2ccccc2)C(CN)C1, O=C(O)c1ccccc1. Yields the product CC(C)(C)OC(=O)N1CCN(Cc2ccccc2)C(CNC(=O)c2ccccc2)C1. Reaction SMILES: [CH2:32]([Cl:33])[CH2:34][Cl:35].[CH:36]([N:37]([CH2:38][CH3:39])[CH:40]([CH3:41])[CH3:42])([CH3:43])[CH3:44].[Cl:45][CH2:46][Cl:47].[NH2:1][CH2:2][CH:3]1[CH2:4][N:5]([C:16](=[O:17])[O:18][C:19]([CH3:20])([CH3:21])[CH3:22])[CH2:6][CH2:7][N:8]1[CH2:9][c:10]1[cH:11][cH:12][cH:13][cH:14][cH:15]1.[OH:23][C:24](=[O:25])[c:26]1[cH:27][cH:28][cH:29][cH:30][cH:31]1>>[NH:1]([CH2:2][CH:3]1[CH2:4][N:5]([C:16](=[O:17])[O:18][C:19]([CH3:20])([CH3:21])[CH3:22])[CH2:6][CH2:7][N:8]1[CH2:9][c:10]1[cH:11][cH:12][cH:13][cH:14][cH:15]1)[C:24](=[O:23])[c:26]1[cH:27][cH:28][cH:29][cH:30][cH:31]1.